This data is from the Open Reaction Database (ORD), a public repository of structured organic reaction records. The task is: describe an organic reaction: reactants, conditions, products, and yield Starting materials: S(O)(O)(=O)=O (sulfuric acid), [OH-].[Na+] (sodium hydroxide), C1(=CC=CC=C1)C (toluene), ClC1=C(C=CC(=C1)Cl)C(C(=O)C=1C=NC=CC1)C (2-(2,4-dichlorophenyl)-1-(3-pyridyl)-1-propanone), C1(=CC=CC=C1)C (toluene). Solvent: C(CO)O (ethylene glycol), O (water), C(CO)O (ethylene glycol), C(Cl)Cl (methylene chloride). Reaction conditions: time 15 hour. Product: ClC1=C(C(C)C2(OCCO2)C=2C=NC=CC2)C=CC(=C1)Cl (3-[2-(2,4-dichloro-α-methyl-benzyl)-1,3-dioxolan-2-yl]pyridine). Reaction SMILES: [Cl:1][C:2]1[CH:7]=[C:6]([Cl:8])[CH:5]=[CH:4][C:3]=1[CH:9]([CH3:18])[C:10]([C:12]1[CH:13]=[N:14][CH:15]=[CH:16][CH:17]=1)=[O:11].S(=O)(=O)(O)O.[OH-:24].[Na+].[C:26]1([CH3:32])C=CC=CC=1>C(Cl)Cl.C(O)CO.O>[Cl:1][C:2]1[CH:7]=[C:6]([Cl:8])[CH:5]=[CH:4][C:3]=1[CH:9]([C:10]1([C:12]2[CH:13]=[N:14][CH:15]=[CH:16][CH:17]=2)[O:24][CH2:26][CH2:32][O:11]1)[CH3:18] |f:2.3|. Procedure: 2 g of 2-(2,4-dichlorophenyl)-1-(3-pyridyl)-1-propanone are dissolved in 80 ml of toluene. After the addition of 1.05 g of concentrated sulfuric acid and 1.02 g of ethylene glycol, the mixture is heated at reflux. The water which is formed in the course of the reaction is separated using a water separator. After a reaction period of 4, 7 and 12 hours, an additional 1.5 g of ethylene glycol are added each time. After 15 hours, the mixture is cooled, the toluene phase is discarded, the lower visco...